Dataset: the Open Reaction Database (ORD), a public repository of structured organic reaction records. Task: describe an organic reaction: reactants, conditions, products, and yield The product is CN(CCCc1c(F)cc(F)cc1F)C1CCC(c2ccc3[nH]c(=O)oc3c2)CC1. The reactants are CNC1CCC(c2ccc3[nH]c(=O)oc3c2)CC1, Cl, O=CCCc1c(F)cc(F)cc1F. RXN SMILES: [CH3:1][NH:2][CH:3]1[CH2:4][CH2:5][CH:6]([c:9]2[cH:10][c:11]3[c:12]([nH:13][c:14](=[O:16])[o:15]3)[cH:17][cH:18]2)[CH2:7][CH2:8]1.[ClH:32].[F:19][c:20]1[c:21]([CH2:28][CH2:29][CH:30]=[O:31])[c:22]([F:27])[cH:23][c:24]([F:26])[cH:25]1>>[CH3:1][N:2]([CH:3]1[CH2:4][CH2:5][CH:6]([c:9]2[cH:10][c:11]3[c:12]([nH:13][c:14](=[O:16])[o:15]3)[cH:17][cH:18]2)[CH2:7][CH2:8]1)[CH2:30][CH2:29][CH2:28][c:21]1[c:20]([F:19])[cH:25][c:24]([F:26])[cH:23][c:22]1[F:27]. The reactants are O=C([O-])O, ClCCl, CS(=O)(=O)O, CC(C)NS(=O)(=O)c1cc2ccccc2[nH]1, OC(c1ccccc1)c1ccccc1, [Na+]. The product is CC(C)NS(=O)(=O)c1[nH]c2ccccc2c1C(c1ccccc1)c1ccccc1. As a reaction SMILES: [C:36](=[O:37])([OH:38])[O-:39].[CH2:41]([Cl:42])[Cl:43].[CH3:31][S:32](=[O:33])(=[O:34])[OH:35].[CH:15]([CH3:16])([CH3:17])[NH:18][S:19](=[O:20])(=[O:21])[c:22]1[nH:23][c:24]2[cH:25][cH:26][cH:27][cH:28][c:29]2[cH:30]1.[CH:1]([c:2]1[cH:3][cH:4][cH:5][cH:6][cH:7]1)([c:8]1[cH:9][cH:10][cH:11][cH:12][cH:13]1)[OH:14].[Na+:40]>>[CH:1]([c:2]1[cH:3][cH:4][cH:5][cH:6][cH:7]1)([c:8]1[cH:9][cH:10][cH:11][cH:12][cH:13]1)[c:30]1[c:22]([S:19]([NH:18][CH:15]([CH3:16])[CH3:17])(=[O:20])=[O:21])[nH:23][c:24]2[cH:25][cH:26][cH:27][cH:28][c:29]21. The reactants are ClCCl, [Cl-], [Fe], O, O=[N+]([O-])c1cccc(Oc2cccnc2)c1. Product: Nc1cccc(Oc2cccnc2)c1. Reaction SMILES: [CH2:18]([Cl:19])[Cl:20].[Cl-:1].[Fe:22].[OH2:21].[n:2]1[cH:3][c:4]([O:8][c:9]2[cH:10][c:11]([N+:15]([O-:16])=[O:17])[cH:12][cH:13][cH:14]2)[cH:5][cH:6][cH:7]1>>[n:2]1[cH:3][c:4]([O:8][c:9]2[cH:10][c:11]([NH2:15])[cH:12][cH:13][cH:14]2)[cH:5][cH:6][cH:7]1. The reactants are C, CCOC(C)=O, CO, O=C(O)c1ccc(C=Cc2ccc(OC(F)(F)F)cc2)cc1Nc1ccc(F)cc1, [Pd]. Product: O=C(O)c1ccc(CCc2ccc(OC(F)(F)F)cc2)cc1Nc1ccc(F)cc1. RXN SMILES: [C:37].[CH3:31][CH2:32][O:33][C:34](=[O:35])[CH3:36].[CH3:39][OH:40].[F:1][c:2]1[cH:3][cH:4][c:5]([NH:6][c:7]2[c:8]([C:9](=[O:10])[OH:11])[cH:12][cH:13][c:14]([CH:16]=[CH:17][c:18]3[cH:19][cH:20][c:21]([O:24][C:25]([F:26])([F:27])[F:28])[cH:22][cH:23]3)[cH:15]2)[cH:29][cH:30]1.[Pd:38]>>[F:1][c:2]1[cH:3][cH:4][c:5]([NH:6][c:7]2[c:8]([C:9](=[O:10])[OH:11])[cH:12][cH:13][c:14]([CH2:16][CH2:17][c:18]3[cH:19][cH:20][c:21]([O:24][C:25]([F:26])([F:27])[F:28])[cH:22][cH:23]3)[cH:15]2)[cH:29][cH:30]1. The reactants are CS(=O)(=O)c1nccc(-n2cnc3ccccc32)n1, NCC1CC1. Yields the product c1ccc2c(c1)ncn2-c1ccnc(NCC2CC2)n1. Reaction SMILES: [CH3:1][S:2](=[O:3])(=[O:4])[c:5]1[n:6][cH:7][cH:8][c:9](-[n:11]2[cH:12][n:13][c:14]3[c:15]2[cH:16][cH:17][cH:18][cH:19]3)[n:10]1.[NH2:20][CH2:21][CH:22]1[CH2:23][CH2:24]1>>[c:5]1([NH:20][CH2:21][CH:22]2[CH2:23][CH2:24]2)[n:6][cH:7][cH:8][c:9](-[n:11]2[cH:12][n:13][c:14]3[c:15]2[cH:16][cH:17][cH:18][cH:19]3)[n:10]1. Reactants: Cl.NCCCC(=O)OCC (ethyl 4-aminobutanoate hydrochloride), O(C1=CC=CC=C1)CC(=O)Cl (phenoxyacetyl chloride), C(=O)(O)[O-].[Na+] (NaHCO3). Run in CCOCC (Et2O), O (water). Yields the product O=C(COC1=CC=CC=C1)NCCCC(=O)OCC (Ethyl 4-(1-oxo-2-phenoxyethylamino)butanoate). Yield: 53.0%. RXN SMILES: Cl.[NH2:2][CH2:3][CH2:4][CH2:5][C:6]([O:8][CH2:9][CH3:10])=[O:7].[O:11]([CH2:18][C:19](Cl)=[O:20])[C:12]1[CH:17]=[CH:16][CH:15]=[CH:14][CH:13]=1.C([O-])(O)=O.[Na+]>CCOCC.O>[O:20]=[C:19]([NH:2][CH2:3][CH2:4][CH2:5][C:6]([O:8][CH2:9][CH3:10])=[O:7])[CH2:18][O:11][C:12]1[CH:17]=[CH:16][CH:15]=[CH:14][CH:13]=1 |f:0.1,3.4|. Procedure details: To a stirred mixture of ethyl 4-aminobutanoate hydrochloride (3.4 g) and phenoxyacetyl chloride (2.76 ml) in 50 ml of Et2O and 50 ml of water was added one portion of NaHCO3 (4.2 g). After 2 hr the layers were separated and the organic phase was washed (1N HCl, brine), dried (MgSO4), and filtered. Evaporation of the solvent under vacuum gave 3.1 g (53%) of the title compound as an oil.